Dataset: the Open Reaction Database (ORD), a public repository of structured organic reaction records. Task: describe an organic reaction: reactants, conditions, products, and yield Reactants: C(=O)(N1C=NC=C1)N1C=NC=C1 (1,1'-carbonyldiimidazole), CN1C(N(C(C1=O)(C)C)CCC(=O)O)=O (3-(3,5,5-trimethyl-2,4-dioxoimidazolidin-1-yl)propionic acid), COC(CN)OC (2-aminoacetaldehyde dimethyl acetal). Solvent: O1CCCC1 (tetrahydrofuran). Product: COC(CNC(CCN1C(N(C(C1(C)C)=O)C)=O)=O)OC (N-(2,2-di methoxyethyl)-3-(3,5,5-trimethyl-2,4-dioxoimidazolidin-1-yl)propionamide). RXN SMILES: C(N1C=CN=C1)(N1C=CN=C1)=O.[CH3:13][N:14]1[C:18](=[O:19])[C:17]([CH3:21])([CH3:20])[N:16]([CH2:22][CH2:23][C:24]([OH:26])=O)[C:15]1=[O:27].[CH3:28][O:29][CH:30]([O:33][CH3:34])[CH2:31][NH2:32]>O1CCCC1>[CH3:28][O:29][CH:30]([O:33][CH3:34])[CH2:31][NH:32][C:24](=[O:26])[CH2:23][CH2:22][N:16]1[C:17]([CH3:20])([CH3:21])[C:18](=[O:19])[N:14]([CH3:13])[C:15]1=[O:27]. Procedure: 82.7 g (0.51 mol) of 1,1'-carbonyldiimidazole in 5.0 l of tetrahydrofuran are allowed to react as described in Example 1, with 93.08 g (0.5 mol) of 3-(3,5,5-trimethyl-2,4-dioxoimidazolidin-1-yl)propionic acid and are subsequently reacted with 53.62 g (0.51 mol) of 2-aminoacetaldehyde dimethyl acetal. The reaction mixture is evaporated in a rotary evaporator, and the imidazole present in the residue is removed by distillation at a bath temperature of 120° C./0.1 mmHg for 3 hours, giving 134.1 g (...